Dataset: the Open Reaction Database (ORD), a public repository of structured organic reaction records. Task: describe an organic reaction: reactants, conditions, products, and yield Reactants: NC1=C(C=C(C=C1)OC)NC(C1=C(C=CC(=C1)Br)F)=O (N-(2-Amino-5-methoxy-phenyl)-5-bromo-2-fluoro-benzamide). The solvent is C(C)(=O)O (acetic acid). Conditions: temperature 80 celsius. Yields the product BrC=1C=CC(=C(C1)C1=NC2=C(N1)C=CC(=C2)OC)F (2-(5-Bromo-2-fluoro-phenyl)-5-methoxy-1H-benzoimidazole). The yield is 62.6%. RXN SMILES: [NH2:1][C:2]1[CH:7]=[CH:6][C:5]([O:8][CH3:9])=[CH:4][C:3]=1[NH:10][C:11](=O)[C:12]1[CH:17]=[C:16]([Br:18])[CH:15]=[CH:14][C:13]=1[F:19]>C(O)(=O)C>[Br:18][C:16]1[CH:15]=[CH:14][C:13]([F:19])=[C:12]([C:11]2[NH:1][C:2]3[CH:7]=[CH:6][C:5]([O:8][CH3:9])=[CH:4][C:3]=3[N:10]=2)[CH:17]=1. Procedure: Method 6—Step b A mixture of N-(2-Amino-5-methoxy-phenyl)-5-bromo-2-fluoro-benzamide (1.45 g, 4.28 mmol) in acetic acid (15 mL) was heated at 80° C. overnight. Solvent was removed under reduced pressure and the crude purified by precipitation from AcOEt (20 mL), dried, recovered with a mixture of dichloromethane (20 mL) and methanol (1 mL) and washed with saturated NaHCO3 solution (3×5 mL), the organic layer recovered by filtration through phase separator, and the solvent removed under reduced p... Starting materials: CC#N, Cl, CCOC(=O)c1c(C)nc2c(ccn2Cc2ccc(F)c(F)c2)c1O, O=S(=O)(OS(=O)(=O)C(F)(F)F)C(F)(F)F, [I-], [Na+], [Na+], O=C([O-])O, O, c1ccncc1. Product: CCOC(=O)c1c(C)nc2c(ccn2Cc2ccc(F)c(F)c2)c1I. Reaction SMILES: [CH3:56][C:57]#[N:58].[ClH:49].[F:1][c:2]1[cH:3][c:4]([CH2:5][n:6]2[cH:7][cH:8][c:9]3[c:10]2[n:11][c:12]([CH3:21])[c:13]([C:16](=[O:17])[O:18][CH2:19][CH3:20])[c:14]3[OH:15])[cH:22][cH:23][c:24]1[F:25].[F:32][C:33]([S:34]([O:35][S:36]([C:37]([F:38])([F:39])[F:40])(=[O:41])=[O:42])(=[O:43])=[O:44])([F:45])[F:46].[I-:48].[Na+:47].[Na+:54].[O-:50][C:51]([OH:52])=[O:53].[OH2:55].[cH:26]1[cH:27][cH:28][n:29][cH:30][cH:31]1>>[F:1][c:2]1[cH:3][c:4]([CH2:5][n:6]2[cH:7][cH:8][c:9]3[c:10]2[n:11][c:12]([CH3:21])[c:13]([C:16](=[O:17])[O:18][CH2:19][CH3:20])[c:14]3[I:48])[cH:22][cH:23][c:24]1[F:25]. Run in C(Cl)Cl (DCM). Yields the product C1(CCCC1)=CCOC1=CC=C(C(=O)OC)C=C1 (Methyl 4-(2-cyclopentylideneethoxy)benzoate). Run at temperature 55 celsius, time 8 hour. The reactants are C(C=C)OC1=CC=C(C(=O)OC)C=C1 (Methyl 4-(allyloxy)benzoate), C=C1CCCC1 (methylenecyclopentane). The reagents and catalysts are CC1=CC(=C(C(=C1)C)N2CCN(C2=[Ru](=CC3=CC=CC=C3OC(C)C)(Cl)Cl)C4=C(C=C(C=C4C)C)C)C (Hoveyda-Grubbs). RXN SMILES: [CH2:1]([O:4][C:5]1[CH:14]=[CH:13][C:8]([C:9]([O:11][CH3:12])=[O:10])=[CH:7][CH:6]=1)[CH:2]=[CH2:3].[CH2:15]=[C:16]1CC[CH2:18][CH2:17]1>C(Cl)Cl.CC1C=C(C)C(N2C(=[Ru](Cl)(Cl)=CC3C(OC(C)C)=CC=CC=3)N(C3C(C)=CC(C)=CC=3C)CC2)=C(C)C=1>[C:3]1(=[CH:2][CH2:1][O:4][C:5]2[CH:14]=[CH:13][C:8]([C:9]([O:11][CH3:12])=[O:10])=[CH:7][CH:6]=2)[CH2:18][CH2:17][CH2:16][CH2:15]1. Procedure: To a solution of methyl 4-(allyloxy)benzoate 26.1 (3.00 g, 16.0 mmol) and methylenecyclopentane (1.9 g, 23.0 mmol) (commercially available from Sigma-Aldrich, St. Louis, Mo., USA) in DCM (5.0 mL) was added Hoveyda-Grubbs reagent (0.39 g, 0.62 mmol), (commercially available from Sigma-Aldrich, St. Louis, Mo., USA) at room temperature. The resulting reaction mixture was degassed three times and then stirred at 55° C. under nitrogen overnight. The reaction mixture was purified by CombiFlash® silica... Yield: 66.0%. Starting materials: C(C)OC(C(=CC1=CC=2CCCCC2C=C1OC)N=[N+]=[N-])=O (3-(3-methoxy-5,6,7,8-tetrahydronaphthalen-2-yl)-2-azido-2-propenoic acid ethyl ester). Reagents/catalysts: CC(=O)[O-].CC(=O)[O-].CC(=O)[O-].CC(=O)[O-].[Rh+2].[Rh+2] (rhodium(II) acetate dimer). Solvent: C1(=CC=CC=C1)C (toluene). The product is C(=O)(OCC)C=1NC2=C3C(=CC(=C2C1)OC)CCCC3 (2-carboethoxy-4-methoxy-6,7,8,9-tetrahydro-1H-benz[g]indole). The yield is 83533.1%. As a reaction SMILES: [CH2:1]([O:3][C:4](=[O:22])[C:5]([N:19]=[N+]=[N-])=[CH:6][C:7]1[C:16]([O:17][CH3:18])=[CH:15][C:14]2[CH2:13][CH2:12][CH2:11][CH2:10][C:9]=2[CH:8]=1)[CH3:2]>C1(C)C=CC=CC=1.CC([O-])=O.CC([O-])=O.CC([O-])=O.CC([O-])=O.[Rh+2].[Rh+2]>[C:4]([C:5]1[NH:19][C:8]2[C:7]([CH:6]=1)=[C:16]([O:17][CH3:18])[CH:15]=[C:14]1[CH2:13][CH2:12][CH2:11][CH2:10][C:9]=21)([O:3][CH2:1][CH3:2])=[O:22] |f:2.3.4.5.6.7|. Reported procedure: A solution of 3-(3-methoxy-5,6,7,8-tetrahydronaphthalen-2-yl)-2-azido-2-propenoic acid ethyl ester (34.2 g, 0.113 mmol) in toluene (200 mL) was treated with rhodium(II) acetate dimer (300 mg, 0.679 mmol) at 95° C. for 4 h then at reflux for 1 h. The mixture was cooled to room temperature and the resulting solids were collected via vacuum filtration. The filtrate was concentrated to give a further precipitate that was collected via vacuum filtration. The filtrate was filtered through a silica gel...